Dataset: the Open Reaction Database (ORD), a public repository of structured organic reaction records. Task: describe an organic reaction: reactants, conditions, products, and yield Starting materials: C1=C(C=CC2=CC=CC=C12)C(=O)N(C(=O)C1=CC2=CC=CC=C2C=C1)C1=NC=C(C=C1)C (N-(2-naphthylformyl)-N-(5-methylpyridin-2-yl)-2-naphthamide). Run in C(C)O (ethanol), O.NN (hydrazine hydrate). Product: CC=1C=CC(=NC1)NC(=O)C1=CC2=CC=CC=C2C=C1 (N-(5-methylpyridin-2-yl)-2-naphthamide). Yield: 98.2%. As a reaction SMILES: [CH:1]1[C:10]2[C:5](=[CH:6][CH:7]=[CH:8][CH:9]=2)[CH:4]=[CH:3][C:2]=1[C:11]([N:13]([C:26]1[CH:31]=[CH:30][C:29]([CH3:32])=[CH:28][N:27]=1)C(C1C=CC2C(=CC=CC=2)C=1)=O)=[O:12]>C(O)C.O.NN>[CH3:32][C:29]1[CH:30]=[CH:31][C:26]([NH:13][C:11]([C:2]2[CH:3]=[CH:4][C:5]3[C:10](=[CH:9][CH:8]=[CH:7][CH:6]=3)[CH:1]=2)=[O:12])=[N:27][CH:28]=1 |f:2.3|. Procedure: N-(2-naphthylformyl)-N-(5-methylpyridin-2-yl)-2-naphthamide (2.91 g, 6.99 mmol) was dissolved in ethanol (50 mL) and 85% hydrazine hydrate (5 mL), and stirred at room temperature for 8 hours. It was concentrated under reduce pressure, chromatographed on a silica gel column (petroleum ether:ethyl acetate=3:1) to obtain a white solid 1.8 g, at a yield of 98.1%.